Dataset: the Open Reaction Database (ORD), a public repository of structured organic reaction records. Task: describe an organic reaction: reactants, conditions, products, and yield Reactants: COC=1C=CC2=C(N(C(CO2)CCO)C(C2=CC(=CC=C2)C(F)(F)F)=O)C1 ((±)-6-methoxy-4-[3-(trifluoromethyl)benzoyl]-3,4-dihydro-2H-1,4-benzoxazine-3-ethanol), S(=O)(Cl)Cl (thionyl chloride). Solvent: ClCCl (dichloromethane). Conditions: time 5 hour. Yields the product ClCCC1COC2=C(N1C(C1=CC(=CC=C1)C(F)(F)F)=O)C=C(C=C2)OC ((±)-3-(2-Chloroethyl)-6-methoxy-4-[3-(trifluoromethyl)benzoyl]-3,4-dihydro-2H-1,4-benzoxazine). Reaction SMILES: [CH3:1][O:2][C:3]1[CH:4]=[CH:5][C:6]2[O:11][CH2:10][CH:9]([CH2:12][CH2:13]O)[N:8]([C:15](=[O:26])[C:16]3[CH:21]=[CH:20][CH:19]=[C:18]([C:22]([F:25])([F:24])[F:23])[CH:17]=3)[C:7]=2[CH:27]=1.S(Cl)([Cl:30])=O>ClCCl>[Cl:30][CH2:13][CH2:12][CH:9]1[N:8]([C:15](=[O:26])[C:16]2[CH:21]=[CH:20][CH:19]=[C:18]([C:22]([F:25])([F:24])[F:23])[CH:17]=2)[C:7]2[CH:27]=[C:3]([O:2][CH3:1])[CH:4]=[CH:5][C:6]=2[O:11][CH2:10]1. Reported procedure: To 14.74 g (0.039 mol) of (±)-6-methoxy-4-[3-(trifluoromethyl)benzoyl]-3,4-dihydro-2H-1,4-benzoxazine-3-ethanol dissolved in 165 ml of dichloromethane are added 14 ml (0.19 mol) of thionyl chloride and the mixture is stirred at room temperature for 5 h. Starting materials: COC=1C=C(C=C(C1OC)OC)C(CCO)C(CC1=CC(=C(C(=C1)OC)OC)OC)=O (3,5-bis(3,4,5-trimethoxyphenyl)-4-oxo-pentanol), [H][H] (hydrogen). The reagents and catalysts are [Pd] (palladium on carbon). Solvent: C(C)O (ethanol). Yields the product COC=1C=C(C=C(C1OC)OC)C1C(C(CC1)C1=CC(=C(C(=C1)OC)OC)OC)=O (2,5-bis(3,4,5-Trimethoxyphenyl)cyclopentanone). As a reaction SMILES: [CH3:1][O:2][C:3]1[CH:4]=[C:5]([CH:13]([C:17](=[O:31])[CH2:18][C:19]2[CH:24]=[C:23]([O:25][CH3:26])[C:22]([O:27][CH3:28])=[C:21]([O:29][CH3:30])[CH:20]=2)[CH2:14][CH2:15]O)[CH:6]=[C:7]([O:11][CH3:12])[C:8]=1[O:9][CH3:10].[H][H]>[Pd].C(O)C>[CH3:12][O:11][C:7]1[CH:6]=[C:5]([CH:13]2[CH2:14][CH2:15][CH:18]([C:19]3[CH:20]=[C:21]([O:29][CH3:30])[C:22]([O:27][CH3:28])=[C:23]([O:25][CH3:26])[CH:24]=3)[C:17]2=[O:31])[CH:4]=[C:3]([O:2][CH3:1])[C:8]=1[O:9][CH3:10]. Procedure details: A mixture of 2.38 g of the compound of Example 1 as a 0.1M ethanol solution and 900 mg of 10% palladium on carbon was stirred, under a 50 psi. atmosphere of hydrogen gas, for 17 hours. The mixture was then filtered through Celite and the crude residue was flash chromatographed on silica gel employing ethyl acetate as the eluent to yield the title compound. Starting materials: NC=1C=C2C(CC3(CCN(CC3)C(=O)C3=NC4=C(C=CC=C4C(=C3)OC)OC)OC2=CC1)=O (6-amino-1′-[(4,8-dimethoxyquinolin-2-yl)carbonyl]spiro[chroman-2,4′-piperidin]-4-one), Cl (HCl), ClC(=O)OC (methyl chloroformate), CC(=O)OC(=O)C (Ac2O). The product is Cl.COC1=CC(=NC2=C(C=CC=C12)OC)C(=O)N1CCC2(CC1)OC1=CC=C(C=C1C(C2)=O)NC(=O)OC (4,8-Dimethoxy-2-({6-[(methoxycarbonyl)amino]-4-oxospiro[chroman-2,4′-piperidin]-1′-yl}carbonyl)quinoline hydrochloride). RXN SMILES: [NH2:1][C:2]1[CH:3]=[C:4]2[C:30](=[CH:31][CH:32]=1)[O:29][C:7]1([CH2:12][CH2:11][N:10]([C:13]([C:15]3[CH:24]=[C:23]([O:25][CH3:26])[C:22]4[C:17](=[C:18]([O:27][CH3:28])[CH:19]=[CH:20][CH:21]=4)[N:16]=3)=[O:14])[CH2:9][CH2:8]1)[CH2:6][C:5]2=[O:33].[Cl:34][C:35]([O:37][CH3:38])=[O:36].CC(OC(C)=O)=O.Cl>>[ClH:34].[CH3:26][O:25][C:23]1[C:22]2[C:17](=[C:18]([O:27][CH3:28])[CH:19]=[CH:20][CH:21]=2)[N:16]=[C:15]([C:13]([N:10]2[CH2:11][CH2:12][C:7]3([CH2:6][C:5](=[O:33])[C:4]4[C:30](=[CH:31][CH:32]=[C:2]([NH:1][C:35]([O:37][CH3:38])=[O:36])[CH:3]=4)[O:29]3)[CH2:8][CH2:9]2)=[O:14])[CH:24]=1 |f:4.5|. Procedure details: The free form of the compound was prepared according to the procedure described in Example 30 but using 6-amino-1′-[(4,8-dimethoxyquinolin-2-yl)carbonyl]spiro[chroman-2,4′-piperidin]-4-one and methyl chloroformate instead of 6-(piperazin-1-yl)-1′-[(4,8-dimethoxyquinolin-2-yl)carbonyl]spiro[chroman-2,4′-piperidin]-4-one and Ac2O. Then the material was converted to HCl salt according to the procedure described in Example 2. 1H-NMR (400 MHz, DMSO-d6) δ: 9.65 (1H, s), 7.84 (1H, s), 7.73-7.53 (3H, m)... Starting materials: [N+](=O)([O-])C1=CC=C(C=C1)OC (p-Nitroanisole), C(Cl)Cl (methylene chloride), COC(Cl)Cl (1,1-dichloromethyl methyl ether). Reagents/catalysts: [Ti](Cl)(Cl)(Cl)Cl (Titanium tetrachloride). The solvent is ice, O (water). Run at time 42 hour. Product: COC1=C(C=O)C=C(C=C1)[N+](=O)[O-] (2-methoxy-5-nitrobenzaldehyde). RXN SMILES: [N+:1]([C:4]1[CH:9]=[CH:8][C:7]([O:10][CH3:11])=[CH:6][CH:5]=1)([O-:3])=[O:2].C(Cl)Cl.[CH3:15][O:16]C(Cl)Cl>O.[Ti](Cl)(Cl)(Cl)Cl>[CH3:11][O:10][C:7]1[CH:6]=[CH:5][C:4]([N+:1]([O-:3])=[O:2])=[CH:9][C:8]=1[CH:15]=[O:16]. Procedure details: p-Nitroanisole (25 g., 0.163 mole) was dissolved in 400 ml. of methylene chloride and cooled to 10° C. Titanium tetrachloride (61.8 g., 36 ml., 0.326 mole) was added, followed by 1,1-dichloromethyl methyl ether added over 2 minutes. The mixture was warmed to room temperature and stirred for 42 hours. The reaction mixture was diluted with 1 liter of ice and water and extracted with three 500 ml. portions of methylene chloride. The organic extracts were combined, washed with two portions of water ... Reactants: [Al+3], C1CCOC1, [H-], [H-], [H-], [H-], [Li+], COC(=O)COc1ccc(-c2sc3cc(O)ccc3c2Cc2ccc(CN3CCCC3)c(OC)c2)cc1. The product is COc1cc(Cc2c(-c3ccc(OCCO)cc3)sc3cc(O)ccc23)ccc1CN1CCCC1. RXN SMILES: [Al+3:39].[CH2:44]1[O:45][CH2:46][CH2:47][CH2:48]1.[H-:38].[H-:41].[H-:42].[H-:43].[Li+:40].[OH:1][c:2]1[cH:3][cH:4][c:5]2[c:6]([s:7][c:8](-[c:25]3[cH:26][cH:27][c:28]([O:31][CH2:32][C:33](=[O:34])[O:35][CH3:36])[cH:29][cH:30]3)[c:9]2[CH2:10][c:11]2[cH:12][c:13]([O:23][CH3:24])[c:14]([CH2:17][N:18]3[CH2:19][CH2:20][CH2:21][CH2:22]3)[cH:15][cH:16]2)[cH:37]1>>[OH:1][c:2]1[cH:3][cH:4][c:5]2[c:6]([s:7][c:8](-[c:25]3[cH:26][cH:27][c:28]([O:31][CH2:32][CH2:33][OH:34])[cH:29][cH:30]3)[c:9]2[CH2:10][c:11]2[cH:12][c:13]([O:23][CH3:24])[c:14]([CH2:17][N:18]3[CH2:19][CH2:20][CH2:21][CH2:22]3)[cH:15][cH:16]2)[cH:37]1.